This data is from the Open Reaction Database (ORD), a public repository of structured organic reaction records. The task is: describe an organic reaction: reactants, conditions, products, and yield Reactants: C(=O)(OC(C)(C)C)N[C@@H]([C@@H](O)C)C(=O)O (N-Boc-L-allo-threonine), KHCO3, CI (MeI), O (Water). Solvent: CN(C)C=O (DMF). Run at time 5 hour. Product: COC([C@@H](NC(=O)OC(C)(C)C)[C@@H](O)C)=O (N-Boc-L-allo-Threonine Methyl Ester). Yield: 92.9%. Reaction SMILES: [C:1]([NH:8][C@H:9]([C:13]([OH:15])=[O:14])[C@H:10]([CH3:12])[OH:11])([O:3][C:4]([CH3:7])([CH3:6])[CH3:5])=[O:2].[CH3:16]I.O>CN(C=O)C>[CH3:16][O:14][C:13](=[O:15])[C@H:9]([C@H:10]([CH3:12])[OH:11])[NH:8][C:1]([O:3][C:4]([CH3:6])([CH3:5])[CH3:7])=[O:2]. Procedure details: To a solution of N-Boc-L-allo-threonine (500 mg, 2.28 mmol) in DMF (5 mL), KHCO3 (637 mg, 4.56 mmol) and MeI (227 μl, 3.65 mmol) were added and the reaction was stirred 5 h at rt. Water (20 mL) was added and the mixture was extracted with ether (3×20 mL), dried (Na2SO4) and evaporated to afford the methyl ester 106 (494 mg, 93%) that was used without purification in the next step. 1H-NMR (500 MHz, CDCl3): 1.19-1.25 (m, 3H), 1.48 (s, 9H), 3.78 (s, 3H), 4.05-4.10 (m, 1H), 4.32-4.40 (m, 1H), 4.45-4... Reactants: CCCCc1nc(C)[nH]c(=O)c1Cc1ccc(-c2ccccc2C#N)cc1, CCCCP(CCCC)CCCC, CCOC(C)=O, O=C(N=NC(=O)N1CCCCC1)N1CCCCC1, C1CCOC1, OCc1cc2ccccc2s1. The product is CCCCc1nc(C)n(Cc2cc3ccccc3s2)c(=O)c1Cc1ccc(-c2ccccc2C#N)cc1. Reaction SMILES: [CH2:1]([CH2:2][CH2:3][CH3:4])[c:5]1[n:6][c:7]([CH3:27])[nH:8][c:9](=[O:26])[c:10]1[CH2:11][c:12]1[cH:13][cH:14][c:15](-[c:18]2[c:19]([C:24]#[N:25])[cH:20][cH:21][cH:22][cH:23]2)[cH:16][cH:17]1.[CH2:46]([P:47]([CH2:48][CH2:49][CH2:50][CH3:51])[CH2:52][CH2:53][CH2:54][CH3:55])[CH2:56][CH2:57][CH3:58].[CH3:70][CH2:71][O:72][C:73](=[O:74])[CH3:75].[N:28]([C:29]([N:30]1[CH2:31][CH2:32][CH2:33][CH2:34][CH2:35]1)=[O:36])=[N:37][C:38]([N:39]1[CH2:40][CH2:41][CH2:42][CH2:43][CH2:44]1)=[O:45].[O:76]1[CH2:77][CH2:78][CH2:79][CH2:80]1.[s:59]1[c:60]([CH2:68][OH:69])[cH:61][c:62]2[c:63]1[cH:64][cH:65][cH:66][cH:67]2>>[CH2:1]([CH2:2][CH2:3][CH3:4])[c:5]1[n:6][c:7]([CH3:27])[n:8]([CH2:68][c:60]2[s:59][c:63]3[c:62]([cH:61]2)[cH:67][cH:66][cH:65][cH:64]3)[c:9](=[O:26])[c:10]1[CH2:11][c:12]1[cH:13][cH:14][c:15](-[c:18]2[c:19]([C:24]#[N:25])[cH:20][cH:21][cH:22][cH:23]2)[cH:16][cH:17]1. Starting materials: CC#N, ClC(Cl)(Cl)Cl, [O-][I+3]([O-])([O-])[O-], [Na+], O, O, CC(C)(C)OC(=O)CCCCON=[N+]([O-])N1CCCC1CO, Cl[Ru](Cl)Cl. Yields the product CC(C)(C)OC(=O)CCCCON=[N+]([O-])N1CCCC1C(=O)O. RXN SMILES: [CH3:29][C:30]#[N:31].[Cl:32][C:33]([Cl:34])([Cl:35])[Cl:36].[I+3:23]([O-:24])([O-:25])([O-:26])[O-:27].[Na+:28].[OH2:37].[OH2:38].[OH:1][CH2:2][CH:3]1[N:4]([N+:8](=[N:9][O:10][CH2:11][CH2:12][CH2:13][CH2:14][C:15](=[O:16])[O:17][C:18]([CH3:19])([CH3:20])[CH3:21])[O-:22])[CH2:5][CH2:6][CH2:7]1.[Ru:39]([Cl:40])([Cl:41])[Cl:42]>>[O:1]=[C:2]([CH:3]1[N:4]([N+:8](=[N:9][O:10][CH2:11][CH2:12][CH2:13][CH2:14][C:15](=[O:16])[O:17][C:18]([CH3:19])([CH3:20])[CH3:21])[O-:22])[CH2:5][CH2:6][CH2:7]1)[OH:24]. Starting materials: C([O-])([O-])=O.[K+].[K+] (potassium carbonate), C(#N)C1=CC=C(C=C1)C=1N=C(NC1)[C@H](CC1=CC=CC=C1)NC(C1=CC=CC=C1)=O (N-{(S)-1-[4-(4-Cyano-phenyl)-1H-imidazol-2-yl]-2-phenyl-ethyl}-benzamide), C(C)I (ethyl iodide). Solvent: O (water), CN(C)C=O (DMF). Run at time 8 hour. The product is C(#N)C1=CC=C(C=C1)C=1N=C(N(C1)CC)[C@H](CC1=CC=CC=C1)NC(C1=CC=CC=C1)=O (N-{(S)-1-[4-(4-Cyano-phenyl)-1-ethyl-1H-imidazol-2-yl]-2-phenyl-ethyl}-benzamide). Isolated yield 76.0%. As a reaction SMILES: [C:1]([C:3]1[CH:8]=[CH:7][C:6]([C:9]2[N:10]=[C:11]([C@@H:14]([NH:22][C:23](=[O:30])[C:24]3[CH:29]=[CH:28][CH:27]=[CH:26][CH:25]=3)[CH2:15][C:16]3[CH:21]=[CH:20][CH:19]=[CH:18][CH:17]=3)[NH:12][CH:13]=2)=[CH:5][CH:4]=1)#[N:2].C(=O)([O-])[O-].[K+].[K+].[CH2:37](I)[CH3:38]>CN(C=O)C.O>[C:1]([C:3]1[CH:8]=[CH:7][C:6]([C:9]2[N:10]=[C:11]([C@@H:14]([NH:22][C:23](=[O:30])[C:24]3[CH:25]=[CH:26][CH:27]=[CH:28][CH:29]=3)[CH2:15][C:16]3[CH:21]=[CH:20][CH:19]=[CH:18][CH:17]=3)[N:12]([CH2:37][CH3:38])[CH:13]=2)=[CH:5][CH:4]=1)#[N:2] |f:1.2.3|. Reported procedure: The compound of Example 182 Part A (60 mg, 0.15 mmol) was dissolved in DMF (2.5 mL) and potassium carbonate (32 mg, 0.23 mmol) was added followed by ethyl iodide (0.015 mL, 0.19 mmol), and the resulting mixture was stirred overnight at room temperature. The reaction mixture was diluted with water and extracted with EtOAc (3×). The combined extracts were washed with water and brine, then dried over Na2SO4, filtered and evaporated. The residue was chromatographed on silica gel to provide the produ...